Dataset: the Open Reaction Database (ORD), a public repository of structured organic reaction records. Task: describe an organic reaction: reactants, conditions, products, and yield Reactants: N1C(=O)NC(=O)C=C1 (uracil), S(O)(O)(=O)=O (sulfuric acid), FC(F)(F)I (trifluoromethyl iodide), OO (hydrogen peroxide), aqueous solution. Reagents/catalysts: S(=O)(=O)([O-])[O-].[Fe+2] (iron(II) sulfate). Run in CS(=O)C (dimethyl sulfoxide), CS(=O)C (dimethyl sulfoxide). Yields the product FC(C=1C(NC(NC1)=O)=O)(F)F (5-trifluoromethyluracil). Isolated yield 90.0%. Reaction SMILES: [NH:1]1[CH:8]=[CH:7][C:5](=[O:6])[NH:4][C:2]1=[O:3].S(=O)(=O)(O)O.[F:14][C:15](I)([F:17])[F:16].OO>S([O-])([O-])(=O)=O.[Fe+2].CS(C)=O>[F:14][C:15]([F:17])([F:16])[C:7]1[C:5](=[O:6])[NH:4][C:2](=[O:3])[NH:1][CH:8]=1 |f:4.5|. Procedure details: 0.055 g (0.5 mmol) of uracil was weighed and placed in a two-neck flask and the atmosphere in the flask was replaced with argon. The following materials were added thereinto: 1.0 ml of a 1 N dimethyl sulfoxide solution of sulfuric acid, 0.5 ml of a 2.1 mol/l dimethyl sulfoxide solution of trifluoromethyl iodide, 0.1 ml of a 30% hydrogen peroxide aqueous solution and 0.15 ml of a 1.0 mol/l aqueous solution of iron(II) sulfate, and the mixture was stirred for 20 minutes. During the stirring, the t...